This data is from the Open Reaction Database (ORD), a public repository of structured organic reaction records. The task is: describe an organic reaction: reactants, conditions, products, and yield Starting materials: C12(CC3CC(CC(C1)C3)C2)N (1-adamantylamine), CC(=C)[C@H]1CC[C@@]2([C@H](C1)O2)C ((S)-(−)-limonene oxide). Run in O (water). Reaction conditions: time 31 day. Yields the product C12(CC3CC(CC(C1)C3)C2)N[C@H]2[C@@](CC[C@@H](C2)C(=C)C)(O)C ((1R,2R,4S)-2-(1-adamantylamino)-1-methyl-4-(1-methylethenyl)cyclohexanol). The yield is 39.8%. As a reaction SMILES: [C:1]12([NH2:11])[CH2:10][CH:5]3[CH2:6][CH:7]([CH2:9][CH:3]([CH2:4]3)[CH2:2]1)[CH2:8]2.[CH3:12][C:13]([C@@H:15]1[CH2:20][C@@H:19]2[O:21][C@:18]2([CH3:22])[CH2:17][CH2:16]1)=[CH2:14]>O>[C:1]12([NH:11][C@@H:17]3[CH2:16][C@@H:15]([C:13]([CH3:14])=[CH2:12])[CH2:20][CH2:19][C@@:18]3([CH3:22])[OH:21])[CH2:8][CH:7]3[CH2:6][CH:5]([CH2:4][CH:3]([CH2:9]3)[CH2:2]1)[CH2:10]2. Reported procedure: A 100-mL, single-neck flask equipped with a magnetic stirring bar and a reflux condenser fitted with a nitrogen bubbler was charged with 7.71 g (0.051 mol) of 1-adamantylamine, 22.83 g (0.150 mol) of (S)-(−)-limonene oxide, and 4.0 mL of deionized water. The mixture was heated to reflux and held there for 31 days. The reaction mixture was filtered to remove some insoluble material. The filter paper was washed with a small amount of n-heptane. Upon cooling, the filtrate solidified to a nearly com... Starting materials: BrC=1C=C(C(=NC1)N)N (5-bromo-2,3-diaminopyridine), OC1=C(C=C(C=O)C=C1)OC (4-hydroxy-3-methoxybenzaldehyde). The product is BrC=1C=C2C(=NC1)NC(=N2)C2=CC(=C(C=C2)O)OC (4-(6-Bromo-3H-imidazo[4,5-b]pyridin-2-yl)-2-methoxyphenol). Reaction SMILES: [Br:1][C:2]1[CH:3]=[C:4]([NH2:9])[C:5]([NH2:8])=[N:6][CH:7]=1.[OH:10][C:11]1[CH:18]=[CH:17][C:14]([CH:15]=O)=[CH:13][C:12]=1[O:19][CH3:20]>>[Br:1][C:2]1[CH:3]=[C:4]2[N:9]=[C:15]([C:14]3[CH:17]=[CH:18][C:11]([OH:10])=[C:12]([O:19][CH3:20])[CH:13]=3)[NH:8][C:5]2=[N:6][CH:7]=1. Procedure: The title compound was prepared from 5-bromo-2,3-diaminopyridine and 4-hydroxy-3-methoxybenzaldehyde. Starting materials: C[Si](C)(C)[N-][Si](C)(C)C, COc1cc2c(Cl)ncnc2cc1OCCCN1CCOCC1, Nc1c(Cl)cc(C#CCOCC2CC2)c2c1OCO2, [Na+], CN(C)C=O. Product: COc1cc2c(Nc3c(Cl)cc(C#CCOCC4CC4)c4c3OCO4)ncnc2cc1OCCCN1CCOCC1. As a reaction SMILES: [CH3:43][Si:44]([N-:45][Si:46]([CH3:47])([CH3:48])[CH3:49])([CH3:50])[CH3:51].[Cl:1][c:2]1[n:3][cH:4][n:5][c:6]2[cH:7][c:8]([O:14][CH2:15][CH2:16][CH2:17][N:18]3[CH2:19][CH2:20][O:21][CH2:22][CH2:23]3)[c:9]([O:12][CH3:13])[cH:10][c:11]12.[Cl:24][c:25]1[c:26]([NH2:42])[c:27]2[c:28]([c:32]([C:34]#[C:35][CH2:36][O:37][CH2:38][CH:39]3[CH2:40][CH2:41]3)[cH:33]1)[O:29][CH2:30][O:31]2.[Na+:52].[O:53]=[CH:54][N:55]([CH3:56])[CH3:57]>>[c:2]1([NH:42][c:26]2[c:25]([Cl:24])[cH:33][c:32]([C:34]#[C:35][CH2:36][O:37][CH2:38][CH:39]3[CH2:40][CH2:41]3)[c:28]3[c:27]2[O:31][CH2:30][O:29]3)[n:3][cH:4][n:5][c:6]2[cH:7][c:8]([O:14][CH2:15][CH2:16][CH2:17][N:18]3[CH2:19][CH2:20][O:21][CH2:22][CH2:23]3)[c:9]([O:12][CH3:13])[cH:10][c:11]12. Reactants: ClCCl, O=C(Nc1ccccc1)c1ccccc1C(F)(F)F, F[SH](Cl)C(Cl)Cl, c1ccncc1. The product is O=C(c1ccccc1C(F)(F)F)N(c1ccccc1)[SH](F)C(Cl)Cl. RXN SMILES: [CH2:32]([Cl:33])[Cl:34].[F:13][C:14]([c:15]1[c:16]([C:17](=[O:18])[NH:19][c:20]2[cH:21][cH:22][cH:23][cH:24][cH:25]2)[cH:26][cH:27][cH:28][cH:29]1)([F:30])[F:31].[F:1][SH:2]([CH:3]([Cl:4])[Cl:5])[Cl:6].[cH:7]1[cH:8][cH:9][n:10][cH:11][cH:12]1>>[F:1][SH:2]([CH:3]([Cl:4])[Cl:5])[N:19]([C:17]([c:16]1[c:15]([C:14]([F:13])([F:30])[F:31])[cH:29][cH:28][cH:27][cH:26]1)=[O:18])[c:20]1[cH:21][cH:22][cH:23][cH:24][cH:25]1. Starting materials: C(C)(C)(C)OC(NC1=C(C=C(C(=C1)C)C(F)(F)F)NC(CC(C1=CC(=CC=C1)N1N=NC=C1)=O)=O)=O ({5-methyl-2-[3-oxo-3-(3-[1,2,3]triazol-1-yl-phenyl)-propionylamino]-4-trifluoromethyl-phenyl}-carbamic acid tert-butyl ester), C(=O)(C(F)(F)F)O (TFA). The solvent is C(Cl)Cl (CH2Cl2). The product is CC1=CC2=C(NC(CC(=N2)C2=CC(=CC=C2)N2N=NC=C2)=O)C=C1C(F)(F)F (7-Methyl-4-(3-[1,2,3]triazol-1-yl-phenyl)-8-trifluoromethyl-1,3-dihydro-benzo[b][1,4]diazepin-2-one), solid. Isolated yield 64.0%. Reaction SMILES: C(OC(=O)[NH:7][C:8]1[CH:13]=[C:12]([CH3:14])[C:11]([C:15]([F:18])([F:17])[F:16])=[CH:10][C:9]=1[NH:19][C:20](=[O:35])[CH2:21][C:22](=O)[C:23]1[CH:28]=[CH:27][CH:26]=[C:25]([N:29]2[CH:33]=[CH:32][N:31]=[N:30]2)[CH:24]=1)(C)(C)C.C(O)(C(F)(F)F)=O>C(Cl)Cl>[CH3:14][C:12]1[C:11]([C:15]([F:16])([F:18])[F:17])=[CH:10][C:9]2[NH:19][C:20](=[O:35])[CH2:21][C:22]([C:23]3[CH:28]=[CH:27][CH:26]=[C:25]([N:29]4[CH:33]=[CH:32][N:31]=[N:30]4)[CH:24]=3)=[N:7][C:8]=2[CH:13]=1. Procedure: The title compound was prepared from {5-methyl-2-[3-oxo-3-(3-[1,2,3]triazol-1-yl-phenyl)-propionylamino]-4-trifluoromethyl-phenyl}-carbamic acid tert-butyl ester (Example M53) (0.29 g, 0.58 mmol) by treatment with TFA in CH2Cl2 according to the general procedure N. Obtained as an off-white solid (143 mg, 64%).